From a dataset of the Open Reaction Database (ORD), a public repository of structured organic reaction records. describe an organic reaction: reactants, conditions, products, and yield Starting materials: [O-]CC.[Na+] (sodium ethoxide), [Na] (sodium), [OH-].[K+] (potassium hydroxide), C(CC(=O)OCC)(=O)OCC (diethyl malonate), CC(C=CC(C)=O)C (5-methyl-3-hexene-2-one), Cl (hydrochloric acid). Solvent: C(C)O (ethanol), C(C)O (ethanol), O (water). Yields the product C(C)(C)C1CC(CC(C1)=O)=O (5-Isopropyl-1,3-Cyclohexanedione). Yield: 40.0%. RXN SMILES: [O-:1][CH2:2][CH3:3].[Na+].[Na].C(OCC)(=O)CC(OCC)=O.[CH3:17][CH:18]([CH3:24])[CH:19]=[CH:20][C:21](=[O:23])[CH3:22].[OH-].[K+].Cl>O.C(O)C>[CH:18]([CH:19]1[CH2:20][C:21](=[O:23])[CH2:22][C:2](=[O:1])[CH2:3]1)([CH3:24])[CH3:17] |f:0.1,5.6,^1:4|. Reported procedure: To a fresh solution of sodium ethoxide prepared from 23 g (1.0 mole) of sodium and 700 ml of absolute ethanol is added 168.2 g (1.05 mole) of diethyl malonate and 114.24 g (1.02 mole) of distilled 5-methyl-3-hexene-2-one. The mixture is refluxed for 1 hour; an additional 125 ml of ethanol added; and refluxing continued for two more hours. A solution of 123.4 g of potassium hydroxide in a 600 ml of water is then added and the reaction mixture refluxed for 6 hours. The mixture is then neutralized ...